Task: describe an organic reaction: reactants, conditions, products, and yield. Dataset: the Open Reaction Database (ORD), a public repository of structured organic reaction records Reactants: CO (MeOH), ClCC(C)(C)NC(=O)NC=1C=NC=CC1C (1-(2-Chloro-1,1-dimethyl-ethyl)-3-(4-methyl-pyridin-3-yl)-urea), [H-].[Na+] (NaH). Run in C(Cl)(Cl)Cl (CHCl3), C1CCOC1 (THF), C1CCOC1 (THF). Conditions: time 2 hour. Product: CC1(NC(N(C1)C=1C=NC=CC1C)=O)C (4,4-Dimethyl-1-(4-methyl-pyridin-3-yl)-imidazolidin-2-one). Yield: 93.9%. RXN SMILES: Cl[CH2:2][C:3]([NH:6][C:7]([NH:9][C:10]1[CH:11]=[N:12][CH:13]=[CH:14][C:15]=1[CH3:16])=[O:8])([CH3:5])[CH3:4].[H-].[Na+].CO>C1COCC1.C(Cl)(Cl)Cl>[CH3:2][C:3]1([CH3:5])[CH2:4][N:9]([C:10]2[CH:11]=[N:12][CH:13]=[CH:14][C:15]=2[CH3:16])[C:7](=[O:8])[NH:6]1 |f:1.2|. Procedure details: 1-(2-Chloro-1,1-dimethyl-ethyl)-3-(4-methyl-pyridin-3-yl)-urea (I-200d: 1 g, 4.149 mmol) in dry THF (5 mL) was added dropwise to a stirred mixture of NaH (298 mg, 6.208 mmol) in dry THF (10 mL) under argon atmosphere over a period of 10 minutes at 0° C. The resulting reaction mixture was stirred for 2 hrs. The reaction was monitored by TLC (5% MeOH in CHCl3). The reaction mixture was partitioned between water and ethylacetate. The organic layer was dried over Na2SO4 and concentrated to afford 80... Starting materials: N (ammonia), ClC1=NC(=NC(=C1Cl)C(OCC)OCC)C1CC1 (4,5-Dichloro-2-cyclopropyl-6-(diethoxymethyl)pyrimidine), ClC1=NC(=NC(=C1Cl)C(OCC)OCC)C1CC1 (4,5-dichloro-2-cyclopropyl-6-(diethoxymethyl)pyrimidine). The solvent is C(C)O (Ethanol). Run at temperature 75 celsius, time 8 hour. Yields the product ClC=1C(=NC(=NC1C(OCC)OCC)C1CC1)N (5-chloro-2-cyclopropyl-6-(diethoxymethyl)-4-pyrimidinamine). Yield: 85.0%. As a reaction SMILES: [NH3:1].Cl[C:3]1[C:8]([Cl:9])=[C:7]([CH:10]([O:14][CH2:15][CH3:16])[O:11][CH2:12][CH3:13])[N:6]=[C:5]([CH:17]2[CH2:19][CH2:18]2)[N:4]=1>C(O)C>[Cl:9][C:8]1[C:3]([NH2:1])=[N:4][C:5]([CH:17]2[CH2:19][CH2:18]2)=[N:6][C:7]=1[CH:10]([O:14][CH2:15][CH3:16])[O:11][CH2:12][CH3:13]. Procedure details: Ethanol (190 mL) was saturated with ammonia. 4,5-Dichloro-2-cyclopropyl-6-(diethoxymethyl)pyrimidine (i.e. the product of Example 5) (25.2 g, 86.5 mmol) was added, and the mixture sealed in a pressure vessel (Parr Instrument Co., Moline, Ill.). The mixture was warmed to 75° C., and the pressure was maintained at 40 psi (276 kPa). After 8 h at this temperature and pressure the mixture was allowed to cool to room temperature. The solvent was removed under reduced pressure. The residue was dissolve... Starting materials: BrC=1C(=C(C=CC1)C(=O)N1CCC(CC1)N1CCCC1)C ((3-bromo-2-methyl-phenyl)-(4-pyrrolidin-1-yl-piperidin-1-yl)-methanone), BrC=1C(=C(C=CC1)C(=O)N1CCC(CC1)N1CCCC1)C ((3-bromo-2-methyl-phenyl)-(4-pyrrolidin-1-yl-piperidin-1-yl)-methanone), FC(OC=1C=C(C=CC1)B(O)O)(F)F (3-trifluoromethoxy-phenyl boronic acid). The product is CC1=C(C=CC=C1C(=O)N1CCC(CC1)N1CCCC1)C1=CC(=CC=C1)OC(F)(F)F ((2-Methyl-3′-trifluoromethoxy-biphenyl-3-yl)-(4-pyrrolidin-1-yl-piperidin-1-yl)-methanone). RXN SMILES: Br[C:2]1[C:3]([CH3:21])=[C:4]([C:8]([N:10]2[CH2:15][CH2:14][CH:13]([N:16]3[CH2:20][CH2:19][CH2:18][CH2:17]3)[CH2:12][CH2:11]2)=[O:9])[CH:5]=[CH:6][CH:7]=1.[F:22][C:23]([F:35])([F:34])[O:24][C:25]1[CH:26]=[C:27](B(O)O)[CH:28]=[CH:29][CH:30]=1>>[CH3:21][C:3]1[C:4]([C:8]([N:10]2[CH2:15][CH2:14][CH:13]([N:16]3[CH2:20][CH2:19][CH2:18][CH2:17]3)[CH2:12][CH2:11]2)=[O:9])=[CH:5][CH:6]=[CH:7][C:2]=1[C:27]1[CH:28]=[CH:29][CH:30]=[C:25]([O:24][C:23]([F:22])([F:34])[F:35])[CH:26]=1. Procedure: In analogy to the procedure described for example 1, (3-bromo-2-methyl-phenyl)-(4-pyrrolidin-1-yl-piperidin-1-yl)-methanone (intermediate 2) was reacted with 3-trifluoromethoxy-phenyl boronic acid to give the title compound as dark brown amorphous solid. MS: 433.3 (MH+). Starting materials: CO, [H][H], CC1NC(=O)OC12CN(C(=O)OCc1ccccc1)C2. The product is CC1NC(=O)OC12CNC2. As a reaction SMILES: [CH3:23][OH:24].[H:21][H:22].[c:1]1([CH2:2][O:3][C:4](=[O:5])[N:11]2[CH2:12][C:13]3([CH2:14]2)[O:15][C:16](=[O:20])[NH:17][CH:18]3[CH3:19])[cH:6][cH:7][cH:8][cH:9][cH:10]1>>[NH:11]1[CH2:12][C:13]2([CH2:14]1)[O:15][C:16](=[O:20])[NH:17][CH:18]2[CH3:19]. Starting materials: NC1=CC=C(C=C1)B(O)O (4-aminophenylboronic acid), C(C)(C)(C)OC(=O)N1[C@H](CC(=C[C@@H]1C)OS(=O)(=O)C(F)(F)F)C (trans-2,6-dimethyl-4-trifluoromethanesulfonyloxy-3,6-dihydro-2H-pyridine-1-carboxylic acid tert-butyl ester). The product is EtOAc hexanes, C(C)(C)(C)OC(=O)N1C(CC(=CC1C)C1=CC=C(C=C1)N)C (4-(4-amino-phenyl)-2,6-dimethyl-3,6-dihydro-2H-pyridine-1-carboxylic acid tert-butyl ester). Yield: 56.9%. RXN SMILES: [NH2:1][C:2]1[CH:7]=[CH:6][C:5](B(O)O)=[CH:4][CH:3]=1.[C:11]([O:15][C:16]([N:18]1[C@@H:23]([CH3:24])[CH:22]=[C:21](OS(C(F)(F)F)(=O)=O)[CH2:20][C@@H:19]1[CH3:33])=[O:17])([CH3:14])([CH3:13])[CH3:12]>>[C:11]([O:15][C:16]([N:18]1[CH:19]([CH3:33])[CH:20]=[C:21]([C:5]2[CH:6]=[CH:7][C:2]([NH2:1])=[CH:3][CH:4]=2)[CH2:22][CH:23]1[CH3:24])=[O:17])([CH3:14])([CH3:12])[CH3:13]. Reported procedure: The title compound was then prepared according to the Suzuki coupling procedure of Example 35, step (b) using 4-aminophenylboronic acid (219 mg, 1.00 mmol) and cis/trans-2,6-dimethyl-4-trifluoromethanesulfonyloxy-3,6-dihydro-2H-pyridine-1-carboxylic acid tert-butyl ester (as prepared above, 321 mg, 1.00 mmol). Silica gel chromatography (10-20% EtOAc/hexanes) afforded 4-(4-amino-phenyl)-2,6-dimethyl-3,6-dihydro-2H-pyridine-1-carboxylic acid tert-butyl ester (172 mg, 57%): Mass spectrum (ESI, m/z)... Starting materials: BrC1=CC(=C(C=C1)Cl)CC1=CC=C(C=C1)OCCOC1CCCC1 (4-bromo-1-chloro-2-(4-(2-(cyclopentyloxy)ethoxy)benzyl)benzene), [Li]CCCC (n-BuLi), C[Si](O[C@H]1C(O[C@@H]([C@H]([C@@H]1O[Si](C)(C)C)O[Si](C)(C)C)CO[Si](C)(C)C)=O)(C)C ((3R,4S,5R,6R)-3,4,5-tris(trimethylsilyloxy)-6-((trimethylsilyloxy)methyl)tetrahydro-2H-pyran-2-one), 2,3,4,6-tetra-O-trimethylsilyl-β-D-glucolactone. The solvent is C1(=CC=CC=C1)C.C1CCOC1 (toluene THF), C1(=CC=CC=C1)C (toluene). Run at time 1 hour. Yields the product ClC1=C(C=C(C=C1)[C@@H]1O[C@@H]([C@H]([C@@H]([C@H]1O)O)O)CO)CC1=CC=C(C=C1)OCCOC1CCCC1 ((2S,3R,4R,5S,6R)-2-(4-chloro-3-(4-(2-(cyclopentyloxy)ethoxy)benzyl)phenyl)-6-(hydroxymethyl)tetrahydro-2H-pyran-3,4,5-triol). RXN SMILES: Br[C:2]1[CH:7]=[CH:6][C:5]([Cl:8])=[C:4]([CH2:9][C:10]2[CH:15]=[CH:14][C:13]([O:16][CH2:17][CH2:18][O:19][CH:20]3[CH2:24][CH2:23][CH2:22][CH2:21]3)=[CH:12][CH:11]=2)[CH:3]=1.[Li]CCCC.C[Si](C)(C)[O:32][C@@H:33]1[C@@H:38]([O:39][Si](C)(C)C)[C@H:37]([O:44][Si](C)(C)C)[C@@H:36]([CH2:49][O:50][Si](C)(C)C)[O:35][C:34]1=O>C1(C)C=CC=CC=1.C1COCC1.C1(C)C=CC=CC=1>[Cl:8][C:5]1[CH:6]=[CH:7][C:2]([C@H:34]2[C@H:33]([OH:32])[C@@H:38]([OH:39])[C@H:37]([OH:44])[C@@H:36]([CH2:49][OH:50])[O:35]2)=[CH:3][C:4]=1[CH2:9][C:10]1[CH:15]=[CH:14][C:13]([O:16][CH2:17][CH2:18][O:19][CH:20]2[CH2:24][CH2:23][CH2:22][CH2:21]2)=[CH:12][CH:11]=1 |f:3.4|. Procedure: To a solution of 4-bromo-1-chloro-2-(4-(2-(cyclopentyloxy)ethoxy)benzyl)benzene (Intermediate AC) (0.41 g) in anhydrous toluene/THF (v/v=2:1, 10 mL), n-BuLi (1.3 eq) was added dropwise at −78° C. and stirred for 1 h. Then the mixture was transferred to a solution of 2,3,4,6-tetra-O-trimethylsilyl-β-D-glucolactone (also called (3R,4S,5R,6R)-3,4,5-tris(trimethylsilyloxy)-6-((trimethylsilyloxy)methyl)tetrahydro-2H-pyran-2-one) (1.5 eq) in anhydrous toluene (10 mL) at −78° C. The mixture was stirred... Reactants: C(C)(=O)C1=CC=C(C=C1)S(=O)(=O)N (p-acetylbenzenesulfonamide), O.C(C=O)(=O)O (glyoxylic acid hydrate), OS(=O)(=O)O (H2SO4), O1CCOCC1 (dioxane), O.C(C=O)(=O)O (glyoxylic acid hydrate). Solvent: O (water). Yields the product NS(=O)(=O)C1=CC=C(C=C1)CC(C=CC(=O)O)=O (5-[4-(Aminosulfonyl)phenyl]-4-oxo-2-pentenoic acid). RXN SMILES: [C:1]([C:4]1[CH:9]=[CH:8][C:7]([S:10]([NH2:13])(=[O:12])=[O:11])=[CH:6][CH:5]=1)(=O)C.O.[C:15]([OH:19])(=[O:18])[CH:16]=O.OS(O)(=O)=O.[O:25]1[CH2:30][CH2:29]OCC1>O>[NH2:13][S:10]([C:7]1[CH:8]=[CH:9][C:4]([CH2:1][C:30](=[O:25])[CH:29]=[CH:16][C:15]([OH:19])=[O:18])=[CH:5][CH:6]=1)(=[O:11])=[O:12] |f:1.2|. Reported procedure: A mixture of 37 g of p-acetylbenzenesulfonamide, 78.4 g of glyoxylic acid hydrate, 20 ml of 80% H2SO4 and 180 ml of dioxane is refluxed for 24 hours. An additional 10 g of glyoxylic acid hydrate is added and the mixture is refluxed for 24 hours. The reaction mixture is poured into 2 liters of water and extracted with ether. The organic layers are combined, dried, and evaporated to leave a solid which is crystallized from acetonitrile yielding 10.9 g of the title compound, melting point 180°-181°...